This data is from the Open Reaction Database (ORD), a public repository of structured organic reaction records. The task is: describe an organic reaction: reactants, conditions, products, and yield Reactants: ClC=1C=C(N)C=CC1Cl (3,4-dichloroaniline), C(C(=O)C)(=O)OC (methyl pyruvate). Yields the product COC([C@@H](NC1=CC(=C(C=C1)Cl)Cl)C)=O (N-(3,4-dichlorophenyl)alanine methyl ester). RXN SMILES: [Cl:1][C:2]1[CH:3]=[C:4]([CH:6]=[CH:7][C:8]=1[Cl:9])[NH2:5].[C:10]([O:15][CH3:16])(=[O:14])[C:11]([CH3:13])=O>>[CH3:16][O:15][C:10](=[O:14])[C@H:11]([CH3:13])[NH:5][C:4]1[CH:6]=[CH:7][C:8]([Cl:9])=[C:2]([Cl:1])[CH:3]=1. Reported procedure: Following General Procedure AA above and using 3,4-dichloroaniline (Aldrich) and methyl pyruvate (Aldrich), the title compound was prepared as an oil. The reaction was monitored by tlc on silica gel (Rf=0.55 in 25% EtOAc/hexanes) and purification was by flash chromatography (silica gel using 25% EtOAc/hexanes as the eluant). Reactants: CCOC(=O)/N=N/C(=O)OCC (diethylazodicarboxylate), OC(CN1CCN(CC1)C1=C(C=CC=C1)OC)C1=CC=CC=C1 (1-(2-hydroxy-2-phenylethyl)-4-(2-methoxyphenyl)-piperazine), C1(=CC=CC=C1)P(C1=CC=CC=C1)C1=CC=CC=C1 (triphenylphosphine), N1CCCC1 (pyrollidine). Run in ClCCl (dichloromethane), ClCCl (dichloromethane). Procedure: A mixture of 1-(2-hydroxy-2-phenylethyl)-4-(2-methoxyphenyl)-piperazine (5.65 g; 0.018 m), triphenylphosphine (5.69 g, 0.022m) and pyrollidine (15 ml; 0.18 m) in dichloromethane (100 ml) was stirred at 0.5° C. and a solution of diethylazodicarboxylate (3.8 ml, 0.024 m) in dichloromethane (5 ml) was added over 5 minutes. The resulting yellow solution was stirred at ambient temperature for 48 hrs. The residue on evaporation was partitioned between ether and 3N aq. hydrochloric acid. The combined H... Conditions: temperature 0.5 celsius. RXN SMILES: O[CH:2]([C:18]1[CH:23]=[CH:22][CH:21]=[CH:20][CH:19]=1)[CH2:3][N:4]1[CH2:9][CH2:8][N:7]([C:10]2[CH:15]=[CH:14][CH:13]=[CH:12][C:11]=2[O:16][CH3:17])[CH2:6][CH2:5]1.C1(P(C2C=CC=CC=2)C2C=CC=CC=2)C=CC=CC=1.[NH:43]1[CH2:47][CH2:46][CH2:45][CH2:44]1.CCOC(/N=N/C(OCC)=O)=O>ClCCl>[CH3:17][O:16][C:11]1[CH:12]=[CH:13][CH:14]=[CH:15][C:10]=1[N:7]1[CH2:8][CH2:9][N:4]([CH2:3][CH:2]([N:43]2[CH2:47][CH2:46][CH2:45][CH2:44]2)[C:18]2[CH:23]=[CH:22][CH:21]=[CH:20][CH:19]=2)[CH2:5][CH2:6]1. Product: COC1=C(C=CC=C1)N1CCN(CC1)CC(C1=CC=CC=C1)N1CCCC1 (1-(2-Methoxyphenyl)-4-[2-(1-pyrrolidinyl)-2-(phenyl)ethyl]piperazine). The reactants are C(C1=CC=CC=C1)(=O)N=C=S (Benzoyl isothiocyanate), BrC=1C=CC(=C(C1)C12NOCC1CN(C2)C(=O)OCC2=CC=CC=C2)F (benzyl 6a-(5-bromo-2-fluoro-phenyl)-3,3a,4,6-tetrahydro-1H-pyrrolo[3,4-c]isoxazole-5-carboxylate). Run in O1CCCC1 (tetrahydrofuran). Conditions: time 8 hour. Yields the product C(C1=CC=CC=C1)(=O)NC(=S)N1OCC2C1(CN(C2)C(=O)OCC2=CC=CC=C2)C2=C(C=CC(=C2)Br)F (Benzyl 1-(benzoylcarbamothioyl)-6a-(5-bromo-2-fluoro-phenyl)-3,3a,4,6-tetrahydropyrrolo[3,4-c]isoxazole-5-carboxylate). The yield is 72.9%. RXN SMILES: [C:1]([N:9]=[C:10]=[S:11])(=[O:8])[C:2]1[CH:7]=[CH:6][CH:5]=[CH:4][CH:3]=1.[Br:12][C:13]1[CH:14]=[CH:15][C:16]([F:37])=[C:17]([C:19]23[CH2:26][N:25]([C:27]([O:29][CH2:30][C:31]4[CH:36]=[CH:35][CH:34]=[CH:33][CH:32]=4)=[O:28])[CH2:24][CH:23]2[CH2:22][O:21][NH:20]3)[CH:18]=1>O1CCCC1>[C:1]([NH:9][C:10]([N:20]1[C:19]2([C:17]3[CH:18]=[C:13]([Br:12])[CH:14]=[CH:15][C:16]=3[F:37])[CH2:26][N:25]([C:27]([O:29][CH2:30][C:31]3[CH:32]=[CH:33][CH:34]=[CH:35][CH:36]=3)=[O:28])[CH2:24][CH:23]2[CH2:22][O:21]1)=[S:11])(=[O:8])[C:2]1[CH:7]=[CH:6][CH:5]=[CH:4][CH:3]=1. Procedure: Benzoyl isothiocyanate (2.87 mL, 21.28 mmol) is added drop wise to a solution of benzyl 6a-(5-bromo-2-fluoro-phenyl)-3,3a,4,6-tetrahydro-1H-pyrrolo[3,4-c]isoxazole-5-carboxylate (5.977 g, 14.2 mmol) in tetrahydrofuran (95 mL) and stirred overnight under nitrogen. The solvent is removed in vacuo. The crude product is purified over silica gel with a 30 minute 5% to 100% EtOAc in hexanes gradient to give the title compound (6.05 g, 73%). ES/MS (m/e): (79Br/81Br) 584/586 (M+H). The reactants are CC(=O)O, CC(=O)O, CSC(C)c1cnc(Cl)nc1, ClCCl, Ic1ccccc1, N#CN. Product: CC(c1cnc(Cl)nc1)S(C)=NC#N. As a reaction SMILES: [C:15]([OH:16])(=[O:17])[CH3:18].[C:19]([OH:20])(=[O:21])[CH3:22].[Cl:1][c:2]1[n:3][cH:4][c:5]([CH:8]([CH3:9])[S:10][CH3:11])[cH:6][n:7]1.[Cl:30][CH2:31][Cl:32].[I:23][c:24]1[cH:25][cH:26][cH:27][cH:28][cH:29]1.[NH2:12][C:13]#[N:14]>>[Cl:1][c:2]1[n:3][cH:4][c:5]([CH:8]([CH3:9])[S:10]([CH3:11])=[N:14][C:13]#[N:12])[cH:6][n:7]1. Reactants: C=O (formalin), triacetoxy sodium boro hydride, [N+](=O)([O-])C1=CC=C(C=O)C=C1 (p-nitrobenzaldehyde), C(C)OCCCN (3-ethoxypropylamine), triacetoxy sodium boro hydride. Run in ClCCCl (1,2-dichloroethane). Reaction conditions: time 8 hour. The product is C(C)OCCCN(C)CC1=CC=C(C=C1)[N+](=O)[O-] (N-(3-ethoxypropyl)-N-methyl-4-nitrobenzylamine). RXN SMILES: [N+:1]([C:4]1[CH:11]=[CH:10][C:7]([CH:8]=O)=[CH:6][CH:5]=1)([O-:3])=[O:2].[CH2:12]([O:14][CH2:15][CH2:16][CH2:17][NH2:18])[CH3:13].[CH2:19]=O>ClCCCl>[CH2:12]([O:14][CH2:15][CH2:16][CH2:17][N:18]([CH2:8][C:7]1[CH:10]=[CH:11][C:4]([N+:1]([O-:3])=[O:2])=[CH:5][CH:6]=1)[CH3:19])[CH3:13]. Procedure: In 1,2-dichloroethane (50 ml) were dissolved p-nitrobenzaldehyde (5 g) and 3-ethoxypropylamine (3.75 g), and to the mixture was added, under ice-cooling, triacetoxy sodium boro hydride (9.8 g). Under nitrogen atmosphere, the mixture was stirred at room temperature overnight, and to the mixture were added, under ice-cooling, 37% formalin (3.5 ml) and triacetoxy sodium boro hydride (9.8 g). Under nitrogen atmosphere, the mixture was stirred at room temperature for 8 hours, and the solvent was evap... Starting materials: C=1C=CN2C1CN(C1=C(C2)C=CC=C1)C(=O)C1=CC(=C(C=C1)B1OC(C(O1)(C)C)(C)C)C ((10,11-Dihydro-5H-pyrrolo[2,1-c][1,4]benzodiazepin-10-yl)-[3-methyl-4-(4,4,5,5-tetramethyl-[1,3,2]dioxaborolan-2-yl)-phenyl]-methanone), FC(S(=O)(=O)OC1=CCCC2=CC=CC=C12)(F)F (3,4-dihydro-naphthalen-1-yl trifluoromethanesulfonate), C([O-])([O-])=O.[Na+].[Na+] (sodium carbonate). Reagents/catalysts: C1=CC=C(C=C1)P([C-]2C=CC=C2)C3=CC=CC=C3.C1=CC=C(C=C1)P([C-]2C=CC=C2)C3=CC=CC=C3.Cl[Pd]Cl.[Fe+2] (dichloro[1,1′-bis(diphenylphosphino)ferrocene]palladium). The solvent is CN(C=O)C (N,N-dimethylformamide), C(C)(=O)OCC (ethyl acetate). Run at temperature 60 celsius. Product: C=1C=CN2C1CN(C1=C(C2)C=CC=C1)C(=O)C1=CC(=C(C=C1)C1=CCCC2=CC=CC=C12)C ((10,11-Dihydro-5H-pyrrolo[2,1-c][1,4]benzodiazepin-10-yl)-[4-(3,4-dihydro-naphthalen-1-yl)-3-methyl-phenyl]-methanone). The yield is 90.9%. RXN SMILES: [CH:1]1[CH:2]=[CH:3][N:4]2[CH2:10][C:9]3[CH:11]=[CH:12][CH:13]=[CH:14][C:8]=3[N:7]([C:15]([C:17]3[CH:22]=[CH:21][C:20](B4OC(C)(C)C(C)(C)O4)=[C:19]([CH3:32])[CH:18]=3)=[O:16])[CH2:6][C:5]=12.FC(F)(F)S(O[C:39]1[C:48]2[C:43](=[CH:44][CH:45]=[CH:46][CH:47]=2)[CH2:42][CH2:41][CH:40]=1)(=O)=O.C(=O)([O-])[O-].[Na+].[Na+]>CN(C)C=O.C(OCC)(=O)C.C1C=CC(P(C2C=CC=CC=2)[C-]2C=CC=C2)=CC=1.C1C=CC(P(C2C=CC=CC=2)[C-]2C=CC=C2)=CC=1.Cl[Pd]Cl.[Fe+2]>[CH:1]1[CH:2]=[CH:3][N:4]2[CH2:10][C:9]3[CH:11]=[CH:12][CH:13]=[CH:14][C:8]=3[N:7]([C:15]([C:17]3[CH:22]=[CH:21][C:20]([C:39]4[C:48]5[C:43](=[CH:44][CH:45]=[CH:46][CH:47]=5)[CH2:42][CH2:41][CH:40]=4)=[C:19]([CH3:32])[CH:18]=3)=[O:16])[CH2:6][C:5]=12 |f:2.3.4,7.8.9.10|. Procedure details: (10,11-Dihydro-5H-pyrrolo[2,1-c][1,4]benzodiazepin-10-yl)-[3-methyl-4-(4,4,5,5-tetramethyl-[1,3,2]dioxaborolan-2-yl)-phenyl]-methanone of Example 5, Step B (0.760 g, 1.89 mmol), 3,4-dihydro-naphthalen-1-yl trifluoromethanesulfonate (0.579 g, 2.08 mmol) and dichloro[1,1′-bis(diphenylphosphino)ferrocene]palladium (II) dichloromethane adduct (0.0460 g, 0.0567 mmol) were combined in N,N-dimethylformamide (9.5 mL). Aqueous sodium carbonate (2 M. 4.73 mL, 9.45 mmol) was added and the was heated to 60°... Reactants: BrC(Br)(Br)Br, CC#N, [Cl-], CC(=O)OCc1ccc(Cl)cc1N(C(C)CCCO)S(=O)(=O)c1ccc(Cl)cc1, [NH4+], c1ccc(P(c2ccccc2)c2ccccc2)cc1. Yields the product CC(=O)OCc1ccc(Cl)cc1N(C(C)CCCBr)S(=O)(=O)c1ccc(Cl)cc1. Reaction SMILES: [C:49]([Br:50])([Br:51])([Br:52])[Br:53].[CH3:56][C:57]#[N:58].[Cl-:54].[Cl:1][c:2]1[cH:3][cH:4][c:5]([S:8](=[O:9])(=[O:10])[N:11]([CH:12]([CH2:13][CH2:14][CH2:15][OH:16])[CH3:17])[c:18]2[c:19]([CH2:25][O:26][C:27]([CH3:28])=[O:29])[cH:20][cH:21][c:22]([Cl:24])[cH:23]2)[cH:6][cH:7]1.[NH4+:55].[c:30]1([P:31]([c:32]2[cH:33][cH:34][cH:35][cH:36][cH:37]2)[c:38]2[cH:39][cH:40][cH:41][cH:42][cH:43]2)[cH:44][cH:45][cH:46][cH:47][cH:48]1>>[Cl:1][c:2]1[cH:3][cH:4][c:5]([S:8](=[O:9])(=[O:10])[N:11]([CH:12]([CH2:13][CH2:14][CH2:15][Br:50])[CH3:17])[c:18]2[c:19]([CH2:25][O:26][C:27]([CH3:28])=[O:29])[cH:20][cH:21][c:22]([Cl:24])[cH:23]2)[cH:6][cH:7]1.